Dataset: the Open Reaction Database (ORD), a public repository of structured organic reaction records. Task: describe an organic reaction: reactants, conditions, products, and yield Starting materials: CN(C)C=O, CCO, Fc1ccc2c(-c3ccc(OCC4CO4)cc3)noc2c1, c1ccc(C2CCNCC2)cc1. The product is OC(COc1ccc(-c2noc3cc(F)ccc23)cc1)CN1CCC(c2ccccc2)CC1. RXN SMILES: [CH3:34][N:35]([CH3:36])[CH:37]=[O:38].[CH3:39][CH2:40][OH:41].[F:1][c:2]1[cH:3][c:4]2[c:5]([c:6](-[c:9]3[cH:10][cH:11][c:12]([O:15][CH2:16][CH:17]4[O:18][CH2:19]4)[cH:13][cH:14]3)[n:7][o:8]2)[cH:20][cH:21]1.[c:22]1([CH:28]2[CH2:29][CH2:30][NH:31][CH2:32][CH2:33]2)[cH:23][cH:24][cH:25][cH:26][cH:27]1>>[F:1][c:2]1[cH:3][c:4]2[c:5]([c:6](-[c:9]3[cH:10][cH:11][c:12]([O:15][CH2:16][CH:17]([OH:18])[CH2:19][N:31]4[CH2:30][CH2:29][CH:28]([c:22]5[cH:23][cH:24][cH:25][cH:26][cH:27]5)[CH2:33][CH2:32]4)[cH:13][cH:14]3)[n:7][o:8]2)[cH:20][cH:21]1. Starting materials: COC=1C=C(C=CC1OC=1C(=C2C=NN(C2=CC1)COCC[Si](C)(C)C)[N+](=O)[O-])CC(=O)OC (methyl 2-(3-methoxy-4-(4-nitro-1-((2-(trimethylsilyl)ethoxy)methyl)-1H-indazol-5-yloxy)phenyl)acetate). Reagents/catalysts: [Pd] (palladium on carbon). Run at time 45 minute. Product: NC1=C2C=NN(C2=CC=C1OC1=C(C=C(C=C1)CC(=O)OC)OC)COCC[Si](C)(C)C (Methyl 2-(4-(4-amino-1-((2-(trimethylsilyl)ethoxy)methyl)-1H-indazol-5-yloxy)-3-methoxyphenyl)acetate). Reaction SMILES: [CH3:1][O:2][C:3]1[CH:4]=[C:5]([CH2:30][C:31]([O:33][CH3:34])=[O:32])[CH:6]=[CH:7][C:8]=1[O:9][C:10]1[C:11]([N+:27]([O-])=O)=[C:12]2[C:16](=[CH:17][CH:18]=1)[N:15]([CH2:19][O:20][CH2:21][CH2:22][Si:23]([CH3:26])([CH3:25])[CH3:24])[N:14]=[CH:13]2>[Pd]>[NH2:27][C:11]1[C:10]([O:9][C:8]2[CH:7]=[CH:6][C:5]([CH2:30][C:31]([O:33][CH3:34])=[O:32])=[CH:4][C:3]=2[O:2][CH3:1])=[CH:18][CH:17]=[C:16]2[C:12]=1[CH:13]=[N:14][N:15]2[CH2:19][O:20][CH2:21][CH2:22][Si:23]([CH3:26])([CH3:25])[CH3:24]. Reported procedure: To a solution of methyl 2-(3-methoxy-4-(4-nitro-1-((2-(trimethylsilyl)ethoxy)methyl)-1H-indazol-5-yloxy)phenyl)acetate (46 mg, 0.09 mmol) was added a catalytic amount of 10% palladium on carbon. The resulting mixed was stirred under an atmosphere of hydrogen for 45 min. After that time the reaction mixture was filtered through celite and concentrated under reduced pressure to give the product as a pale solid. 1H NMR (400 MHz) (CDCl3) δ 7.97 (s, 1H); 7.08 (d, J=8.8, 1H); 6.93 (d, J=1.8, 1H); 6.91... The product is O=C(NCc1cc(Cl)cc(Cl)c1)Nc1cccc2cnccc12. As a reaction SMILES: [CH2:28]1[CH2:29][CH2:30][C:31]2=[N:36][CH2:35][CH2:34][CH2:33][N:32]2[CH2:37][CH2:38]1.[Cl:11][C:12]([C:13](=[O:14])[NH:15][c:16]1[c:17]2[cH:18][cH:19][n:20][cH:21][c:22]2[cH:23][cH:24][cH:25]1)([Cl:26])[Cl:27].[Cl:1][c:2]1[cH:3][c:4]([CH2:5][NH2:6])[cH:7][c:8]([Cl:10])[cH:9]1>>[Cl:1][c:2]1[cH:3][c:4]([CH2:5][NH:6][C:13](=[O:14])[NH:15][c:16]2[c:17]3[cH:18][cH:19][n:20][cH:21][c:22]3[cH:23][cH:24][cH:25]2)[cH:7][c:8]([Cl:10])[cH:9]1. Starting materials: C1CCC2=NCCCN2CC1, O=C(Nc1cccc2cnccc12)C(Cl)(Cl)Cl, NCc1cc(Cl)cc(Cl)c1. Reactants: P(Cl)(Cl)(Cl)(Cl)Cl (PCl5), three, CC1(CCCCC1)COCC(CN1CCCC1)O (alpha-[((1-methylcyclohexyl)methoxy)methyl]-1-pyrrolidineethanol), compound. The solvent is C1(=CC=CC=C1)C (toluene), C1(=CC=CC=C1)C (toluene). Conditions: temperature 10 celsius, time 1.5 hour. The product is ClC(CN1CCCC1)COCC1(CCCCC1)C (1-[2-Chloro-3-(1-methylcyclohexyl)methoxypropyl]-pyrrolidine). Isolated yield 70.4%. As a reaction SMILES: P(Cl)(Cl)(Cl)(Cl)[Cl:2].[CH3:7][C:8]1([CH2:14][O:15][CH2:16][CH:17](O)[CH2:18][N:19]2[CH2:23][CH2:22][CH2:21][CH2:20]2)[CH2:13][CH2:12][CH2:11][CH2:10][CH2:9]1>C1(C)C=CC=CC=1>[Cl:2][CH:17]([CH2:16][O:15][CH2:14][C:8]1([CH3:7])[CH2:13][CH2:12][CH2:11][CH2:10][CH2:9]1)[CH2:18][N:19]1[CH2:23][CH2:22][CH2:21][CH2:20]1. Procedure: A 500 ml three necked round bottom flask was equipped with a mechanical stirrer, addition funnel, thermometer and an argon inlet and outlet. PCl5 (33 g; 0.159 mole) and 8 ml of dry toluene was added to the reaction vessel. 8.5 g (0.151 mole) of alpha-[((1-methylcyclohexyl)methoxy)methyl]-1-pyrrolidineethanol (the compound of Example 7b) was added to the addition funnel along with 5 ml of toluene. Hydrogen chloride gas was bubbled into the addition funnel until the solution was acidic. The PCl5 s...